This data is from the Open Reaction Database (ORD), a public repository of structured organic reaction records. The task is: describe an organic reaction: reactants, conditions, products, and yield Reactants: FC1=C(C(=CC=C1)F)C1=CC=C2C(=N1)C(=CN2)C=2C=C(C=NC2)NC2CN(CCC2)C(=O)OC(C)(C)C (tert-butyl 3-(5-(5-(2,6-difluorophenyl)-1H-pyrrolo[3,2-b]pyridin-3-yl)pyridin-3-ylamino)piperidine-1-carboxylate), Cl (HCl), CC(C)O (IPA), Cl (HCl), Si propylsulfonic acid. Solvent: CO (MeOH), CO (MeOH), CO (MeOH). Run at temperature 23 celsius. Product: FC1=C(C(=CC=C1)F)C1=CC=C2C(=N1)C(=CN2)C=2C=C(C=NC2)NC2CNCCC2 (5-(5-(2,6-difluorophenyl)-1H-pyrrolo[3,2-b]pyridin-3-yl)-N-(piperidin-3-yl)pyridin-3-amine). As a reaction SMILES: [F:1][C:2]1[CH:7]=[CH:6][CH:5]=[C:4]([F:8])[C:3]=1[C:9]1[N:14]=[C:13]2[C:15]([C:18]3[CH:19]=[C:20]([NH:24][CH:25]4[CH2:30][CH2:29][CH2:28][N:27](C(OC(C)(C)C)=O)[CH2:26]4)[CH:21]=[N:22][CH:23]=3)=[CH:16][NH:17][C:12]2=[CH:11][CH:10]=1.Cl.CC(O)C>CO>[F:1][C:2]1[CH:7]=[CH:6][CH:5]=[C:4]([F:8])[C:3]=1[C:9]1[N:14]=[C:13]2[C:15]([C:18]3[CH:19]=[C:20]([NH:24][CH:25]4[CH2:30][CH2:29][CH2:28][NH:27][CH2:26]4)[CH:21]=[N:22][CH:23]=3)=[CH:16][NH:17][C:12]2=[CH:11][CH:10]=1. Procedure: A solution of tert-butyl 3-(5-(5-(2,6-difluorophenyl)-1-tosyl-1H-pyrrolo[3,2-b]pyridin-3-yl)pyridin-3-ylamino)piperidine-1-carboxylate (33 mg, 0.050 mmol) in THF (1 mL) was treated with NaOH 10N (0.050 mL, 0.500 mmol). The reaction was heated to reflux at 80° C. After 4 h, the solution was cooled to 23° C., concentrated in vacuo and purified by silica gel chromatography (eluent: 1-6% MeOH/DCM), affording tert-butyl 3-(5-(5-(2,6-difluorophenyl)-1H-pyrrolo[3,2-b]pyridin-3-yl)pyridin-3-ylamino)pipe...